From a dataset of the Open Reaction Database (ORD), a public repository of structured organic reaction records. describe an organic reaction: reactants, conditions, products, and yield Reactants: CO, O=C[O-], Nc1nc(-c2nn(Cc3ccccc3F)c3ncccc23)nc(Cl)c1N, [NH4+]. Yields the product Nc1cnc(-c2nn(Cc3ccccc3F)c3ncccc23)nc1N. As a reaction SMILES: [CH3:31][OH:32].[CH:27]([O-:28])=[O:29].[Cl:1][c:2]1[c:3]([NH2:26])[c:4]([NH2:25])[n:5][c:6](-[c:8]2[n:9][n:10]([CH2:17][c:18]3[c:19]([F:24])[cH:20][cH:21][cH:22][cH:23]3)[c:11]3[n:12][cH:13][cH:14][cH:15][c:16]23)[n:7]1.[NH4+:30]>>[cH:2]1[c:3]([NH2:26])[c:4]([NH2:25])[n:5][c:6](-[c:8]2[n:9][n:10]([CH2:17][c:18]3[c:19]([F:24])[cH:20][cH:21][cH:22][cH:23]3)[c:11]3[n:12][cH:13][cH:14][cH:15][c:16]23)[n:7]1. Reactants: C(#N)C=1C=C(C=CC1OC)N1N=CC(=C1)C(=O)OCC (ethyl 1-(3-cyano-4-methoxyphenyl)pyrazole-4-carboxylate), [Cl-].[Al+3].[Cl-].[Cl-] (aluminum chloride), O (water). Solvent: ClC(C)Cl (dichloroethane). Reaction conditions: temperature 70 celsius. Product: C(#N)C=1C=C(C=CC1O)N1N=CC(=C1)C(=O)OCC (ethyl 1-(3-cyano-4-hydroxyphenyl)pyrazole-4-carboxylate). Yield: 84.7%. RXN SMILES: [C:1]([C:3]1[CH:4]=[C:5]([N:11]2[CH:15]=[C:14]([C:16]([O:18][CH2:19][CH3:20])=[O:17])[CH:13]=[N:12]2)[CH:6]=[CH:7][C:8]=1[O:9]C)#[N:2].[Cl-].[Al+3].[Cl-].[Cl-].O>ClC(Cl)C>[C:1]([C:3]1[CH:4]=[C:5]([N:11]2[CH:15]=[C:14]([C:16]([O:18][CH2:19][CH3:20])=[O:17])[CH:13]=[N:12]2)[CH:6]=[CH:7][C:8]=1[OH:9])#[N:2] |f:1.2.3.4|. Reported procedure: To a solution (280 ml) of ethyl 1-(3-cyano-4-methoxyphenyl)pyrazole-4-carboxylate (28 g) in dichloroethane was added aluminum chloride (47.6 g with stirring, and the mixture was heated at 70° C. for 4 hours. After the completion of the reaction, the reaction mixture was poured into water, extracted with ethyl acetate, washed with water and dried over magnesium sulfate. The solvent was evaporated under reduced pressure and the obtained residue was recrystallized from ethyl acetate to give 22.5 g ... Starting materials: c1ccc2c(c1)ncn2CCN3CCOCC3 (effective_coupling_partner), CN(C)C(=O)Oc1ccccc1 (substrate). The reagents and catalysts are dcype. Reaction conditions: temperature 110 celsius, time 12 hour. Yields the product c4ccc(c2nc1ccccc1n2CCN3CCOCC3)cc4. The reactants are CSc1nc(N2CCOCC2)c2sc(CN3CCN(S(C)(=O)=O)CC3)cc2n1, CCCC[Sn](CCCC)(CCCC)c1cnc(C)nc1, COCCOC, CCOC(C)=O, CSC, [Cu]Br, c1ccc(P(c2ccccc2)(c2ccccc2)[Pd](P(c2ccccc2)(c2ccccc2)c2ccccc2)(P(c2ccccc2)(c2ccccc2)c2ccccc2)P(c2ccccc2)(c2ccccc2)c2ccccc2)cc1. The product is Cc1ncc(-c2nc(N3CCOCC3)c3sc(CN4CCN(S(C)(=O)=O)CC4)cc3n2)cn1. RXN SMILES: [CH3:1][S:2](=[O:3])(=[O:4])[N:5]1[CH2:6][CH2:7][N:8]([CH2:11][c:12]2[cH:13][c:14]3[n:15][c:16]([S:27][CH3:28])[n:17][c:18]([N:21]4[CH2:22][CH2:23][O:24][CH2:25][CH2:26]4)[c:19]3[s:20]2)[CH2:9][CH2:10]1.[CH3:29][c:30]1[n:31][cH:32][c:33]([Sn:36]([CH2:37][CH2:38][CH2:39][CH3:40])([CH2:41][CH2:42][CH2:43][CH3:44])[CH2:45][CH2:46][CH2:47][CH3:48])[cH:34][n:35]1.[CH3:49][O:50][CH2:51][CH2:52][O:53][CH3:54].[CH3:55][CH2:56][O:57][C:58](=[O:59])[CH3:60].[CH3:61][S:62][CH3:63].[Cu:64][Br:65].[cH:66]1[cH:67][cH:68][c:69]([P:70]([Pd:71]([P:72]([c:73]2[cH:74][cH:75][cH:76][cH:77][cH:78]2)([c:79]2[cH:80][cH:81][cH:82][cH:83][cH:84]2)[c:85]2[cH:86][cH:87][cH:88][cH:89][cH:90]2)([P:91]([c:92]2[cH:93][cH:94][cH:95][cH:96][cH:97]2)([c:98]2[cH:99][cH:100][cH:101][cH:102][cH:103]2)[c:104]2[cH:105][cH:106][cH:107][cH:108][cH:109]2)[P:110]([c:111]2[cH:112][cH:113][cH:114][cH:115][cH:116]2)([c:117]2[cH:118][cH:119][cH:120][cH:121][cH:122]2)[c:123]2[cH:124][cH:125][cH:126][cH:127][cH:128]2)([c:129]2[cH:130][cH:131][cH:132][cH:133][cH:134]2)[c:135]2[cH:136][cH:137][cH:138][cH:139][cH:140]2)[cH:141][cH:142]1>>[CH3:1][S:2](=[O:3])(=[O:4])[N:5]1[CH2:6][CH2:7][N:8]([CH2:11][c:12]2[cH:13][c:14]3[n:15][c:16](-[c:33]4[cH:32][n:31][c:30]([CH3:29])[n:35][cH:34]4)[n:17][c:18]([N:21]4[CH2:22][CH2:23][O:24][CH2:25][CH2:26]4)[c:19]3[s:20]2)[CH2:9][CH2:10]1.